From a dataset of the Open Reaction Database (ORD), a public repository of structured organic reaction records. describe an organic reaction: reactants, conditions, products, and yield Reactants: CNC(=NCCSCc1[nH]cnc1C)NC#N, [O-][I+3]([O-])([O-])[O-], [Na+], O. Product: CNC(=NCCS(=O)Cc1[nH]cnc1C)NC#N. As a reaction SMILES: [C:7](#[N:8])[NH:9][C:10](=[N:11][CH2:12][CH2:13][S:14][CH2:15][c:16]1[c:17]([CH3:21])[n:18][cH:19][nH:20]1)[NH:22][CH3:23].[I+3:1]([O-:2])([O-:3])([O-:4])[O-:5].[Na+:6].[OH2:24]>>[O:2]=[S:14]([CH2:13][CH2:12][N:11]=[C:10]([NH:9][C:7]#[N:8])[NH:22][CH3:23])[CH2:15][c:16]1[c:17]([CH3:21])[n:18][cH:19][nH:20]1. Reactants: O=C1CC2(CCCC2)C(=O)O1, CC(C)(CC(=O)N1CCCN(c2ccc(NC(=O)c3nc(-c4ccccc4)oc3C(F)(F)F)cc2)CC1)C(=O)O, Cl, O=C(Nc1ccc(N2CCCNCC2)nc1)c1nc(-c2ccccc2)oc1C(F)(F)F. Product: O=C(Nc1ccc(N2CCCN(C(=O)CC3(C(=O)O)CCCC3)CC2)nc1)c1nc(-c2ccccc2)oc1C(F)(F)F. RXN SMILES: [C:73]1(=[O:83])[O:74][C:75](=[O:82])[CH2:76][C:77]12[CH2:78][CH2:79][CH2:80][CH2:81]2.[CH3:1][C:2]([CH3:3])([CH2:4][C:5](=[O:6])[N:7]1[CH2:8][CH2:9][CH2:10][N:11]([c:12]2[cH:13][cH:14][c:15]([NH:16][C:17]([c:18]3[n:19][c:20](-[c:21]4[cH:22][cH:23][cH:24][cH:25][cH:26]4)[o:27][c:28]3[C:29]([F:30])([F:31])[F:32])=[O:33])[cH:34][cH:35]2)[CH2:36][CH2:37]1)[C:38]([OH:39])=[O:40].[ClH:41].[N:42]1([c:49]2[cH:50][cH:51][c:52]([NH:55][C:56](=[O:57])[c:58]3[n:59][c:60](-[c:67]4[cH:68][cH:69][cH:70][cH:71][cH:72]4)[o:61][c:62]3[C:63]([F:64])([F:65])[F:66])[cH:53][n:54]2)[CH2:43][CH2:44][NH:45][CH2:46][CH2:47][CH2:48]1>>[N:42]1([c:49]2[cH:50][cH:51][c:52]([NH:55][C:56](=[O:57])[c:58]3[n:59][c:60](-[c:67]4[cH:68][cH:69][cH:70][cH:71][cH:72]4)[o:61][c:62]3[C:63]([F:64])([F:65])[F:66])[cH:53][n:54]2)[CH2:43][CH2:44][N:45]([C:75]([CH2:76][C:77]2([C:73](=[O:74])[OH:83])[CH2:78][CH2:79][CH2:80][CH2:81]2)=[O:82])[CH2:46][CH2:47][CH2:48]1.